From a dataset of the Open Reaction Database (ORD), a public repository of structured organic reaction records. describe an organic reaction: reactants, conditions, products, and yield Reactants: NC1=C(C=C(C#N)C=C1I)Cl (4-Amino-3-chloro-5-iodobenzonitrile), CO (MeOH). Run in C1CCOC1 (THF). Run at time 12 hour. Product: NCC1=CC(=C(C(=C1)C)N)I (4-Aminomethyl-2-iodo-6-methyl-phenylamine). RXN SMILES: [NH2:1][C:2]1[C:9]([I:10])=[CH:8][C:5]([C:6]#[N:7])=[CH:4][C:3]=1Cl.[CH3:12]O>C1COCC1>[NH2:7][CH2:6][C:5]1[CH:4]=[C:3]([CH3:12])[C:2]([NH2:1])=[C:9]([I:10])[CH:8]=1. Procedure details: 4-Amino-3-chloro-5-iodobenzonitrile (65.2 mg, 0.23 mmol) was dissolved in THF at 0° C. After Borane-THF complex (4 eq, 0.94 mmol, 0.94 ml) was slowly added into the reaction mixture, A reaction temperature was heated to reflux. The reaction mixture was stirred for 12 hr with reflux. After confirming the completion of the reaction, MeOH was added. The mixture was stirred for 4 hr. The reaction solvent was removed in vacuo. A residue was extracted with Ethyl acetate, washed with H2O and brine, dri... Starting materials: CC(C)(C)OC(=O)N1CCC(OCc2ccccc2)CC1, ClCCl, O=C(O)C(F)(F)F. Product: c1ccc(COC2CCNCC2)cc1. As a reaction SMILES: [C:8]([O:9][C:10](=[O:11])[N:15]1[CH2:16][CH2:17][CH:18]([O:21][CH2:22][c:23]2[cH:24][cH:25][cH:26][cH:27][cH:28]2)[CH2:19][CH2:20]1)([CH3:12])([CH3:13])[CH3:14].[Cl:29][CH2:30][Cl:31].[OH:1][C:2]([C:3]([F:4])([F:5])[F:6])=[O:7]>>[NH:15]1[CH2:16][CH2:17][CH:18]([O:21][CH2:22][c:23]2[cH:24][cH:25][cH:26][cH:27][cH:28]2)[CH2:19][CH2:20]1. The reactants are C1COCCN1, CS(=O)(=O)OCCCc1nonc1C(=O)Nc1ccc(F)c(Cl)c1, CC#N, CCN(C(C)C)C(C)C. Reaction SMILES: [CH2:34]1[CH2:35][O:36][CH2:37][CH2:38][NH:39]1.[CH3:1][S:2]([O:3][CH2:6][CH2:7][CH2:8][c:9]1[n:10][o:11][n:12][c:13]1[C:14](=[O:15])[NH:16][c:17]1[cH:18][c:19]([Cl:24])[c:20]([F:23])[cH:21][cH:22]1)(=[O:4])=[O:5].[CH3:40][C:41]#[N:42].[CH:25]([N:26]([CH2:27][CH3:28])[CH:29]([CH3:30])[CH3:31])([CH3:32])[CH3:33]>>[CH2:6]([CH2:7][CH2:8][c:9]1[n:10][o:11][n:12][c:13]1[C:14](=[O:15])[NH:16][c:17]1[cH:18][c:19]([Cl:24])[c:20]([F:23])[cH:21][cH:22]1)[N:39]1[CH2:34][CH2:35][O:36][CH2:37][CH2:38]1. Yields the product O=C(Nc1ccc(F)c(Cl)c1)c1nonc1CCCN1CCOCC1. The product is COCN(c1cc(Cl)cnc1C(=O)O)S(=O)(=O)c1ccc(Cl)c(C(F)(F)F)c1. Reactants: C=C(C)C, CC(C)(C)O, CCOC(C)=O, [O-][Cl+][O-], COCN(c1cc(Cl)cnc1C=O)S(=O)(=O)c1ccc(Cl)c(C(F)(F)F)c1, [Na+], O. As a reaction SMILES: [CH3:28][C:29](=[CH2:30])[CH3:31].[CH3:37][C:38]([OH:39])([CH3:40])[CH3:41].[CH3:42][CH2:43][O:44][C:45]([CH3:46])=[O:47].[Cl+:32]([O-:33])[O-:34].[Cl:1][c:2]1[c:3]([C:24]([F:25])([F:26])[F:27])[cH:4][c:5]([S:8](=[O:9])(=[O:10])[N:11]([CH2:12][O:13][CH3:14])[c:15]2[c:16]([CH:22]=[O:23])[n:17][cH:18][c:19]([Cl:21])[cH:20]2)[cH:6][cH:7]1.[Na+:35].[OH2:36]>>[Cl:1][c:2]1[c:3]([C:24]([F:25])([F:26])[F:27])[cH:4][c:5]([S:8](=[O:9])(=[O:10])[N:11]([CH2:12][O:13][CH3:14])[c:15]2[c:16]([C:22](=[O:23])[OH:33])[n:17][cH:18][c:19]([Cl:21])[cH:20]2)[cH:6][cH:7]1. Starting materials: ClC1=C(C=C(C=C1)I)Cl (1,2-dichloro-4-iodobenzene), C(=CC)O (propenol), C(=O)(O)[O-].[Na+] (NaHCO3), ice water. Reagents/catalysts: [N+](CCCC)(CCCC)(CCCC)CCCC.[Cl-] (Bu4NCl), CC(=O)[O-].CC(=O)[O-].[Pd+2] (Pd(OAc)2). The solvent is CN(C)C=O (DMF). Run at temperature 50 celsius. The product is ClC=1C=C(C=CC1Cl)CCC=O (3-(3,4-Dichloro-phenyl)-propionaldehyde). Yield: 49.5%. As a reaction SMILES: [Cl:1][C:2]1[CH:7]=[CH:6][C:5](I)=[CH:4][C:3]=1[Cl:9].[CH:10]([OH:13])=[CH:11][CH3:12].C([O-])(O)=O.[Na+]>CN(C=O)C.[N+](CCCC)(CCCC)(CCCC)CCCC.[Cl-].CC([O-])=O.CC([O-])=O.[Pd+2]>[Cl:9][C:3]1[CH:4]=[C:5]([CH2:12][CH2:11][CH:10]=[O:13])[CH:6]=[CH:7][C:2]=1[Cl:1] |f:2.3,5.6,7.8.9|. Reported procedure: To a solution of 1,2-dichloro-4-iodobenzene (5.44 g, 20 mmol) in DMF (60 ml) was added Bu4NCl (5.56 g, 20 mmol), propenol (4.64 g, 80 mmol), Pd(OAc)2 (224 mg, 1 mmol) and NaHCO3 (10.0 g, 120 mmol) successively at room temperature. The mixture was heated at 50° C. for 12 hour. After cooling to the room temperature, the mixture was poured into ice-water, extracted with DCM three times. The combined organic layers were washed with brine, dried over Na2SO4 and concentrated under reduced pressure. Th... Reactants: C(CCCCC)[Li] (hexyllithium), C(CCCCC)[Li] (hexyllithium), C(CCCCC)[Li] (n-hexyllithium), IC1=C(C=CC=C1)C1=C(C=C(C=C1C(C)C)C(C)C)C(C)C (2′-iodo-2,4,6-triisopropylbiphenyl), P(OCC)(OCC)Cl (Diethyl chlorophosphite), Cl (hydrochloric acid), P(OCC)(OCC)Cl (diethyl chlorophosphite). The solvent is C1CCOC1 (THF), C1CCOC1 (THF). Run at temperature -60 celsius, time 25 minute. Product: C(C)(C)C1=C(C(=CC(=C1)C(C)C)C(C)C)C1=C(C=CC=C1)P(OCC)=O (Ethyl 2′,4′,6′-triisopropylbiphenyl-2-ylphosphinate). Yield: 94.0%. Reaction SMILES: C([Li])CCCCC.I[C:9]1[CH:14]=[CH:13][CH:12]=[CH:11][C:10]=1[C:15]1[C:20]([CH:21]([CH3:23])[CH3:22])=[CH:19][C:18]([CH:24]([CH3:26])[CH3:25])=[CH:17][C:16]=1[CH:27]([CH3:29])[CH3:28].[P:30](Cl)([O:34]CC)[O:31][CH2:32][CH3:33].Cl>C1COCC1>[CH:21]([C:20]1[CH:19]=[C:18]([CH:24]([CH3:25])[CH3:26])[CH:17]=[C:16]([CH:27]([CH3:29])[CH3:28])[C:15]=1[C:10]1[CH:11]=[CH:12][CH:13]=[CH:14][C:9]=1[PH:30](=[O:34])[O:31][CH2:32][CH3:33])([CH3:22])[CH3:23]. Procedure details: A 1-L 3-neck round-bottom flask was fitted with an addition funnel and the atmosphere was purged with nitrogen. Anhydrous, degassed THF (170 mL) was added to the 1-L flask and cooled to −60° C. (internal temperature). The addition funnel was charged with hexyllithium (2.38 M in hexanes, 57 mL, 135 mmol, 2.0 equiv). The hexyllithium was transferred into the cold THF over 20 min, maintaining the temperature below −40° C. The solution was re-cooled to −60° C. (internal temperature). A solution of 2... The reactants are O=C(c1ncc[nH]1)c1ncc[nH]1, CC(C)(C)OC(=O)Nc1ccccc1N, C1CCOC1, COC(=O)c1ccc(C(=O)O)s1. Yields the product COC(=O)c1ccc(C(=O)Nc2ccccc2NC(=O)OC(C)(C)C)s1. As a reaction SMILES: [C:1]([c:2]1[nH:3][cH:4][cH:5][n:6]1)([c:7]1[nH:8][cH:9][cH:10][n:11]1)=[O:12].[C:25]([CH3:26])([CH3:27])([CH3:28])[O:29][C:30]([NH:31][c:32]1[c:33]([NH2:38])[cH:34][cH:35][cH:36][cH:37]1)=[O:39].[CH2:40]1[O:41][CH2:42][CH2:43][CH2:44]1.[CH3:13][O:14][C:15](=[O:16])[c:17]1[s:18][c:19]([C:22](=[O:23])[OH:24])[cH:20][cH:21]1>>[CH3:13][O:14][C:15](=[O:16])[c:17]1[s:18][c:19]([C:22](=[O:24])[NH:38][c:33]2[c:32]([NH:31][C:30]([O:29][C:25]([CH3:26])([CH3:27])[CH3:28])=[O:39])[cH:37][cH:36][cH:35][cH:34]2)[cH:20][cH:21]1. Starting materials: CC(=O)N1CCNCC1, CC#N, [I-], [K+], [K+], O=[N+]([O-])c1ccc(OCCBr)cc1, [Na+], O=C([O-])[O-]. The product is CC(=O)N1CCN(CCOc2ccc([N+](=O)[O-])cc2)CC1. RXN SMILES: [C:1]([CH3:2])(=[O:3])[N:4]1[CH2:5][CH2:6][NH:7][CH2:8][CH2:9]1.[CH3:31][C:32]#[N:33].[I-:29].[K+:23].[K+:24].[N+:10](=[O:11])([O-:12])[c:13]1[cH:14][cH:15][c:16]([O:17][CH2:18][CH2:19][Br:20])[cH:21][cH:22]1.[Na+:30].[O-:25][C:26]([O-:27])=[O:28]>>[C:1]([CH3:2])(=[O:3])[N:4]1[CH2:5][CH2:6][N:7]([CH2:19][CH2:18][O:17][c:16]2[cH:15][cH:14][c:13]([N+:10](=[O:11])[O-:12])[cH:22][cH:21]2)[CH2:8][CH2:9]1. Reactants: CCOC=C(C(=O)OCC)C(=O)OCC (diethyl ethoxymethylene malonate), COC=1C=CC2=C(NC(CO2)C)C1 (3,4-dihydro-6-methoxy-3-methyl-2H-1,4-benzoxazine), polyphosphoric acid. The product is COC1=CC=C2C=3N(C(CO2)C)C=C(C(C13)=O)C(=O)OCC (ethyl 2,3-dihydro-8-methoxy-3-methyl-7-oxo-7H-pyrido[1,2,3-de]-1,4-benzoxazine-6-carboxylate). Reaction SMILES: CCO[CH:4]=[C:5]([C:11]([O:13]CC)=O)[C:6]([O:8][CH2:9][CH3:10])=[O:7].[CH3:16][O:17][C:18]1[CH:19]=[CH:20][C:21]2[O:26][CH2:25][CH:24]([CH3:27])[NH:23][C:22]=2[CH:28]=1>>[CH3:16][O:17][C:18]1[C:28]2[C:11](=[O:13])[C:5]([C:6]([O:8][CH2:9][CH3:10])=[O:7])=[CH:4][N:23]3[CH:24]([CH3:27])[CH2:25][O:26][C:21]([C:22]=23)=[CH:20][CH:19]=1. Reported procedure: Using the method of Example 1 diethyl ethoxymethylene malonate is reacted with 3,4-dihydro-6-methoxy-3-methyl-2H-1,4-benzoxazine and the product reacted with polyphosphoric acid to provide ethyl 2,3-dihydro-8-methoxy-3-methyl-7-oxo-7H-pyrido[1,2,3-de]-1,4-benzoxazine-6-carboxylate, m.p. 165°-168° C.